This data is from the Open Reaction Database (ORD), a public repository of structured organic reaction records. The task is: describe an organic reaction: reactants, conditions, products, and yield The reactants are N1C=NC(=C1)C(=O)OC (methyl 1H-imidazole-4-carboxylate), ClC1=C(C=CC=C1)B(O)O (2-chloro-phenylboronic acid), N1=CC=CC=C1 (pyridine). The reagents and catalysts are C(C)(=O)[O-].[Cu+2].C(C)(=O)[O-] (copper(II) acetate). Solvent: ClCCl (dichloromethane). Reaction conditions: time 20 hour. Yields the product ClC1=C(C=CC=C1)N1C=NC(=C1)C(=O)OC (Methyl 1-(2-chlorophenyl)-1H-imidazole-4-carboxylate). Reaction SMILES: [NH:1]1[CH:5]=[C:4]([C:6]([O:8][CH3:9])=[O:7])[N:3]=[CH:2]1.[Cl:10][C:11]1[CH:16]=[CH:15][CH:14]=[CH:13][C:12]=1B(O)O.N1C=CC=CC=1>ClCCl.C([O-])(=O)C.[Cu+2].C([O-])(=O)C>[Cl:10][C:11]1[CH:16]=[CH:15][CH:14]=[CH:13][C:12]=1[N:1]1[CH:5]=[C:4]([C:6]([O:8][CH3:9])=[O:7])[N:3]=[CH:2]1 |f:4.5.6|. Reported procedure: 200 mg (1.59 mmol) of methyl 1H-imidazole-4-carboxylate, 496 mg (3.17 mmol) of 2-chloro-phenylboronic acid, 100 mg of 3 Å molecular sieve and 432 mg (2.28 mmol) of copper(II) acetate were initially charged in 2 ml of dichloromethane, and 256 μl (3.17 mmol) of pyridine were added. The mixture was stirred at RT for 20 h. For work-up, the mixture was filtered through a little kieselguhr, the filter residue was rinsed with about 15 ml of ethyl acetate and the combined filtrates were washed with 5 ml... Starting materials: O=C([O-])C(O)C(O)C(=O)[O-], CCCOC(=O)c1ncccc1OCCC, CC(C)C[AlH]CC(C)C, ClCCl, [K+], [Na+], O=[Mn]=O. Product: CCCOc1cccnc1C=O. As a reaction SMILES: [C:26]([CH:27]([CH:28]([C:29]([O-:30])=[O:31])[OH:32])[OH:33])([O-:34])=[O:35].[CH2:1]([CH2:3][CH3:16])[O:4][C:5](=[O:2])[c:6]1[c:7]([O:12][CH2:13][CH2:14][CH3:15])[cH:8][cH:9][cH:10][n:11]1.[CH3:17][CH:18]([CH2:19][AlH:20][CH2:21][CH:22]([CH3:23])[CH3:24])[CH3:25].[Cl:38][CH2:39][Cl:40].[K+:36].[Na+:37].[O:41]=[Mn:42]=[O:43]>>[O:4]=[CH:5][c:6]1[c:7]([O:12][CH2:13][CH2:14][CH3:15])[cH:8][cH:9][cH:10][n:11]1. Reactants: C(C)(C)N1N=CC2=CC(=CC=C12)O[C@@H]([C@H](C)N)C1=CC=CC=C1 ((1R,2S)-1-[(1-isopropyl-1H-indazol-5-yl)oxy]-1-phenylpropan-2-amine), CS(=O)(=O)Cl (methanesulfonyl chloride). Yields the product C1(=CC=CC=C1)[C@H]([C@H](C)NS(=O)(=O)C)OC=1C=C2C=NN(C2=CC1)C(C)C (N-[(1R,2S)-1-phenyl-1-(1-propan-2-ylindazol-5-yl)oxy-propan-2-yl]methanesulfonamide). As a reaction SMILES: [CH:1]([N:4]1[C:12]2[C:7](=[CH:8][C:9]([O:13][C@H:14]([C:18]3[CH:23]=[CH:22][CH:21]=[CH:20][CH:19]=3)[C@@H:15]([NH2:17])[CH3:16])=[CH:10][CH:11]=2)[CH:6]=[N:5]1)([CH3:3])[CH3:2].[CH3:24][S:25](Cl)(=[O:27])=[O:26]>>[C:18]1([C@@H:14]([O:13][C:9]2[CH:8]=[C:7]3[C:12](=[CH:11][CH:10]=2)[N:4]([CH:1]([CH3:2])[CH3:3])[N:5]=[CH:6]3)[C@@H:15]([NH:17][S:25]([CH3:24])(=[O:27])=[O:26])[CH3:16])[CH:19]=[CH:20][CH:21]=[CH:22][CH:23]=1. Procedure: The title compound was prepared from (1R,2S)-1-[(1-isopropyl-1H-indazol-5-yl)oxy]-1-phenylpropan-2-amine (30b, 31 mg, 100 μmol) and methanesulfonyl chloride (34 mg, 300 μmol) as described in Example 2b. Yield 28 mg (72%).